Dataset: the Open Reaction Database (ORD), a public repository of structured organic reaction records. Task: describe an organic reaction: reactants, conditions, products, and yield The reactants are FC(S(=O)(=O)OC=1CCN(CC1)C1=CC=CC=C1)(F)F (1-phenyl-1,2,3,6-tetrahydropyridin-4-yl trifluoromethanesulfonate), CC1(OB(OC1(C)C)C=1C=C2CC(NC2=CC1)=O)C (5-(4,4,5,5-tetramethyl-1,3,2-dioxaborolan-2-yl)indolin-2-one), [Li+].[Cl-] (LiCl), C(=O)([O-])[O-].[K+].[K+] (K2CO3). The reagents and catalysts are C=1C=CC(=CC1)[P](C=2C=CC=CC2)(C=3C=CC=CC3)[Pd]([P](C=4C=CC=CC4)(C=5C=CC=CC5)C=6C=CC=CC6)([P](C=7C=CC=CC7)(C=8C=CC=CC8)C=9C=CC=CC9)[P](C=1C=CC=CC1)(C=1C=CC=CC1)C=1C=CC=CC1 (Pd(PPh3)4). Solvent: O1CCOCC1 (1,4-Dioxane), O (H2O). Reaction conditions: temperature 120 celsius, time 1 hour. Product: C1(=CC=CC=C1)N1CCC(=CC1)C=1C=C2CC(NC2=CC1)=O (5-(1-phenyl-1,2,3,6-tetrahydropyridin-4-yl)indolin-2-one). Isolated yield 77.0%. As a reaction SMILES: FC(F)(F)S(O[C:7]1[CH2:8][CH2:9][N:10]([C:13]2[CH:18]=[CH:17][CH:16]=[CH:15][CH:14]=2)[CH2:11][CH:12]=1)(=O)=O.CC1(C)C(C)(C)OB([C:29]2[CH:30]=[C:31]3[C:35](=[CH:36][CH:37]=2)[NH:34][C:33](=[O:38])[CH2:32]3)O1.[Li+].[Cl-].C([O-])([O-])=O.[K+].[K+]>O1CCOCC1.O.C1C=CC([P]([Pd]([P](C2C=CC=CC=2)(C2C=CC=CC=2)C2C=CC=CC=2)([P](C2C=CC=CC=2)(C2C=CC=CC=2)C2C=CC=CC=2)[P](C2C=CC=CC=2)(C2C=CC=CC=2)C2C=CC=CC=2)(C2C=CC=CC=2)C2C=CC=CC=2)=CC=1>[C:13]1([N:10]2[CH2:11][CH:12]=[C:7]([C:29]3[CH:30]=[C:31]4[C:35](=[CH:36][CH:37]=3)[NH:34][C:33](=[O:38])[CH2:32]4)[CH2:8][CH2:9]2)[CH:18]=[CH:17][CH:16]=[CH:15][CH:14]=1 |f:2.3,4.5.6,^1:58,60,79,98|. Procedure details: To a solution of 1-phenyl-1,2,3,6-tetrahydropyridin-4-yl trifluoromethanesulfonate (104 mg, 0.339 mmol) in 1,4-Dioxane (3 ml) and H2O (1 ml) were added 5-(4,4,5,5-tetramethyl-1,3,2-dioxaborolan-2-yl)indolin-2-one (97.6 mg, 0.377 mmol), Pd(PPh3)4 (38.8 mg, 0.00336 mmol), LiCl (47.1 mg, 1.11 mmol) and K2CO3 (140 mg, 1.01 mmol). After stirring at 120° C. in microwave reactor for 1 h, the reaction mixture was quenched by sat. NaHCO3 aq. The resulting mixture was extracted with CHCl3, the organic lay... The reactants are [P](I)I (phosphorus diiodide), ClC=1N=C(C2=C(C(=NC(=N2)Cl)NC2=CC=CC=C2)N1)NC1=CC=CC=C1 (2,6-dichloro-4,8-dianilino pyrimido-pyrimidine), I (hydrogen iodide). Reaction conditions: time 1 hour. Yields the product N(C1=CC=CC=C1)C1=NC=NC=2C(=NC=NC21)NC2=CC=CC=C2 (4,8-Dianilino Pyrimido-Pyrimidine). RXN SMILES: [P](I)I.Cl[C:5]1[N:6]=[C:7]([NH:23][C:24]2[CH:29]=[CH:28][CH:27]=[CH:26][CH:25]=2)[C:8]2[N:13]=[C:12](Cl)[N:11]=[C:10]([NH:15][C:16]3[CH:21]=[CH:20][CH:19]=[CH:18][CH:17]=3)[C:9]=2[N:22]=1.I>>[NH:23]([C:7]1[C:8]2[N:13]=[CH:12][N:11]=[C:10]([NH:15][C:16]3[CH:21]=[CH:20][CH:19]=[CH:18][CH:17]=3)[C:9]=2[N:22]=[CH:5][N:6]=1)[C:24]1[CH:29]=[CH:28][CH:27]=[CH:26][CH:25]=1 |^1:0|. Reported procedure: 12 gm. of phosphorus diiodide (P2I4) were added in small portions to a suspension, heated on a steam bath, of 3.8 gm. (0.01) 2,6-dichloro-4,8-dianilino pyrimido-pyrimidine in 40 cc. hydrogen iodide (d=1.7) in the course of about half an hour. Heating was continued for one hour. The mixture was then cooled and the precipitated crystals were filtered off on a vacuum filter. The precipitate was extracted with 200 cc. of hot dioxane. 2.8 gm. of red, brilliant rhombic crystals remained after extracti... The reactants are CCOC(=O)c1nnc(N2CCN(C(=O)c3ccccc3C(F)(F)F)CC2)s1, CC(C)CCN, N#C[Na]. The product is CC(C)CCNC(=O)c1nnc(N2CCN(C(=O)c3ccccc3C(F)(F)F)CC2)s1. Reaction SMILES: [CH2:1]([O:2][C:4](=[O:5])[c:6]1[s:7][c:8]([N:11]2[CH2:12][CH2:13][N:14]([C:17]([c:18]3[c:19]([C:24]([F:25])([F:26])[F:27])[cH:20][cH:21][cH:22][cH:23]3)=[O:28])[CH2:15][CH2:16]2)[n:9][n:10]1)[CH3:3].[CH2:29]([CH2:30][CH:31]([CH3:32])[CH3:33])[NH2:34].[Na:35][C:36]#[N:37]>>[C:4](=[O:5])([c:6]1[s:7][c:8]([N:11]2[CH2:12][CH2:13][N:14]([C:17]([c:18]3[c:19]([C:24]([F:25])([F:26])[F:27])[cH:20][cH:21][cH:22][cH:23]3)=[O:28])[CH2:15][CH2:16]2)[n:9][n:10]1)[NH:34][CH2:29][CH2:30][CH:31]([CH3:32])[CH3:33]. Reactants: C(C1=CC=CC=C1)OC=1C=C(C=CC1)C(O)C1=NN(C2=CC=CC=C12)C1CCCC1 ([3-(benzyloxy)phenyl]-(1-cyclopentyl-1H-indazol-3-yl)methanol), C(=O)[O-].[NH4+] (ammonium formate). The reagents and catalysts are [Pd] (palladium on carbon). Run in C(C)O (ethanol). The product is OC=1C=C(C=CC1)C(=O)C1=NN(C2=CC=CC=C12)C(C)C ((3-hydroxyphenyl) (1-isopropyl-1H-indazol-3-yl)methanone). The yield is 37.6%. As a reaction SMILES: C([O:8][C:9]1[CH:10]=[C:11]([CH:15]([C:17]2[C:25]3[C:20](=[CH:21][CH:22]=[CH:23][CH:24]=3)[N:19]([CH:26]3[CH2:30]CC[CH2:27]3)[N:18]=2)[OH:16])[CH:12]=[CH:13][CH:14]=1)C1C=CC=CC=1.C([O-])=O.[NH4+]>[Pd].C(O)C>[OH:8][C:9]1[CH:10]=[C:11]([C:15]([C:17]2[C:25]3[C:20](=[CH:21][CH:22]=[CH:23][CH:24]=3)[N:19]([CH:26]([CH3:30])[CH3:27])[N:18]=2)=[O:16])[CH:12]=[CH:13][CH:14]=1 |f:1.2|. Reported procedure: A mixture of [3-(benzyloxy)phenyl]-(1-cyclopentyl-1H-indazol-3-yl)methanol (0.11 g, 0.19 mmol.), ammonium formate (0.071 g, 1.17 mmol) and 10% palladium on carbon (0.09 g) in 10 mL ethanol was heated at reflux for 18 hours. The reaction was filtered (celite) and the cake washed with excess ethanol. The filtrate was concentrated in vacuo. The crude product was purified by HPLC [column: silica gel 150×12 mm (Biotage) at 10 mL/min with methyl-t-butyl ether/hexane, gradient elution, 1:9 to 1:1 over ... Procedure details: N-(4-bromo-3-methyl-5-isoxazolyl)-5-(5-ethyl-2-thienyl)thiophene-2-sulfonamide was prepared in the same manner as described in Example 2. Reaction of 2-chlorosulfonyl-5-(5-ethyl-2-thienyl)thiophene (200 mg, 0.68 mmol) with 5-amino-4-bromo-3-methyl isoxazole (121 mg, 0.68 mmol) yielded 174 mg N-(4-bromo-3-methyl-5-isoxazolyl)-5-(5-ethyl-2-thienyl)-thiophene-2-sulfonamide (59% yield). After passing through a small plug of silica gel with elution using 10% MeOH/CHCl3, a small fraction of the produc... RXN SMILES: Cl[S:2]([C:5]1[S:6][C:7]([C:10]2[S:11][C:12]([CH2:15][CH3:16])=[CH:13][CH:14]=2)=[CH:8][CH:9]=1)(=[O:4])=[O:3].[NH2:17][C:18]1[O:22][N:21]=[C:20]([CH3:23])[C:19]=1[Br:24]>>[Br:24][C:19]1[C:20]([CH3:23])=[N:21][O:22][C:18]=1[NH:17][S:2]([C:5]1[S:6][C:7]([C:10]2[S:11][C:12]([CH2:15][CH3:16])=[CH:13][CH:14]=2)=[CH:8][CH:9]=1)(=[O:4])=[O:3]. Reactants: ClS(=O)(=O)C=1SC(=CC1)C=1SC(=CC1)CC (2-chlorosulfonyl-5-(5-ethyl-2-thienyl)thiophene), NC1=C(C(=NO1)C)Br (5-amino-4-bromo-3-methyl isoxazole). The yield is 59.0%. Yields the product BrC=1C(=NOC1NS(=O)(=O)C=1SC(=CC1)C=1SC(=CC1)CC)C (N-(4-bromo-3-methyl-5-isoxazolyl)-5-(5-ethyl-2-thienyl)-thiophene-2-sulfonamide). The reactants are C1(CCCCC1)NC=1N(N=C2C=CC=CC12)C1=CC=CC=C1 (cyclohexyl-(2-phenyl-2H-indazol-3-yl)-amine), C(C)OC(C1=CC(=CC=C1)N=C=O)=O (3-isocyanato-benzoic acid ethyl ester). Run in C1(=CC=CC=C1)C (toluene). Yields the product COC(C1=CC(=CC=C1)NC(=O)N(C=1N(N=C2C=CC=CC12)C1=CC=CC=C1)C1CCCCC1)=O (3-[3-Cyclohexyl-3-(2-phenyl-2H-indazol-3-yl)-ureido]-benzoic acid methyl ester). As a reaction SMILES: [CH:1]1([NH:7][C:8]2[N:9]([C:17]3[CH:22]=[CH:21][CH:20]=[CH:19][CH:18]=3)[N:10]=[C:11]3[C:16]=2[CH:15]=[CH:14][CH:13]=[CH:12]3)[CH2:6][CH2:5][CH2:4][CH2:3][CH2:2]1.[CH2:23]([O:25][C:26](=[O:36])[C:27]1[CH:32]=[CH:31][CH:30]=[C:29]([N:33]=[C:34]=[O:35])[CH:28]=1)C>C1(C)C=CC=CC=1>[CH3:23][O:25][C:26](=[O:36])[C:27]1[CH:32]=[CH:31][CH:30]=[C:29]([NH:33][C:34]([N:7]([CH:1]2[CH2:6][CH2:5][CH2:4][CH2:3][CH2:2]2)[C:8]2[N:9]([C:17]3[CH:18]=[CH:19][CH:20]=[CH:21][CH:22]=3)[N:10]=[C:11]3[C:16]=2[CH:15]=[CH:14][CH:13]=[CH:12]3)=[O:35])[CH:28]=1. Procedure: In analogy to the procedure described in example 1.2, cyclohexyl-(2-phenyl-2H-indazol-3-yl)-amine (example 1.1) was reacted with 3-isocyanato-benzoic acid ethyl ester ([41221-47-0]) in toluene for 72 h under reflux conditions to give the title compound as yellow oil. MS: m/e=469.3 [M+H+]. Starting materials: C(C=C)Br (allyl bromide), C(C=1C(O)=CC=CC1)(=O)OC (methyl salicylate), C([O-])([O-])=O.[K+].[K+] (potassium carbonate), O (water). The solvent is C1CCOC1 (THF), CN(C)C=O (DMF). Product: C(C=C)OC1=C(C(=O)OC)C=CC=C1 (Methyl 2-allyloxybenzoate). RXN SMILES: [CH2:1](Br)[CH:2]=[CH2:3].[C:5]([O:14][CH3:15])(=[O:13])[C:6]1[C:7](=[CH:9][CH:10]=[CH:11][CH:12]=1)[OH:8].C(=O)([O-])[O-].[K+].[K+].O>C1COCC1.CN(C=O)C>[CH2:1]([O:8][C:7]1[CH:9]=[CH:10][CH:11]=[CH:12][C:6]=1[C:5]([O:14][CH3:15])=[O:13])[CH:2]=[CH2:3] |f:2.3.4|. Reported procedure: A mixture of allyl bromide (152.4 g, 1.27 mol), methyl salicylate (162.44 g, 1.06 mol), and potassium carbonate (219.75 g, 1.59 mol) in THF (600 ml) and DMF (600 ml) was heated to reflux for 6 hr. The mixure was poured into water (3 L) and extracted with ethyl acetate three times. The ethyl acetate extracts were combined and washed with water and dried with brine. The ethyl acetate extracts were concentrated in vacuo to a yellow oil that was vacuum distilled to a clear oil (163.45 g, 80%). Starting materials: Cl.O1CCC(CC1)C(N)=N (tetrahydro-2H-pyran-4-carboximidamide-HCl), [H-].[Na+] (sodium hydride), C(CC(=O)OCC)(=O)OCC (diethyl malonate), C(C)O (ethanol). Solvent: CCCCCC (hexane). Conditions: temperature 90 celsius, time 30 minute. Product: O1CCC(CC1)C1=NC(=CC(=N1)O)O (2-(tetrahydro-2H-pyran-4-yl)pyrimidine-4,6-diol). RXN SMILES: [H-].[Na+].C(O)C.[C:6](OCC)(=[O:13])[CH2:7][C:8](OCC)=[O:9].Cl.[O:18]1[CH2:23][CH2:22][CH:21]([C:24](=[NH:26])[NH2:25])[CH2:20][CH2:19]1>CCCCCC>[O:18]1[CH2:23][CH2:22][CH:21]([C:24]2[N:25]=[C:8]([OH:9])[CH:7]=[C:6]([OH:13])[N:26]=2)[CH2:20][CH2:19]1 |f:0.1,4.5|. Procedure: To a suspension of sodium hydride (3.0 g, 60% in oil, 75 mmol) in hexane (4 mL) was added ethanol (60 mL) slowly at rt. After 30 min at rt, diethyl malonate (4 g, 25 mmol) were added, followed by tetrahydro-2H-pyran-4-carboximidamide-HCl (4.12 g, 25 mmol). The mixture was heated at 90° C. overnight. Dry molecular sieves (2.5 g) were added, and additional ethanol was added to help stirring. The reaction was heated at 90° C. for 4 days. The reaction mixture was cooled to room temperature and filte... Starting materials: [Li+].[OH-] (LiOH), C(C)(=O)N[C@H]1[C@@H](OC(C)=O)O[C@H]([C@@H]([C@H]1OC(C)=O)OC(C)=O)COC(C)=O (2-Acetamido-2-deoxy-1,3,4,6-tetra-O-acetyl-β-L-mannopyranose). Run in C1CCOC1.O (THF H2O). Run at time 30 minute. The product is C(C)(=O)N[C@H]1[C@@H](O)O[C@H]([C@@H]([C@H]1O)O)CO (2-Acetamido-2-deoxy-β-L-mannopyranose). Yield: 97.0%. Reaction SMILES: [Li+].[OH-].[C:3]([NH:6][C@@H:7]1[C@H:16]([O:17]C(=O)C)[C@@H:15]([O:21]C(=O)C)[C@H:14]([CH2:25][O:26]C(=O)C)[O:13][C@@H:8]1[O:9]C(=O)C)(=[O:5])[CH3:4]>C1COCC1.O>[C:3]([NH:6][C@@H:7]1[C@H:16]([OH:17])[C@@H:15]([OH:21])[C@H:14]([CH2:25][OH:26])[O:13][C@@H:8]1[OH:9])(=[O:5])[CH3:4] |f:0.1,3.4|. Reported procedure: A solution of aqueous LiOH (0.3M, 20 mL) was added dropwise to a solution containing Compound 10 (0.52 g, 1.34 mmol) in THF-H2O (3:1, 22 mL). From TLC, the reaction was complete within 30 minutes. Dowex® 50W-X8[H+] was added to neutralize the solution, then the resin was filtered off, and the filtrate was concentrated. The product was purified by flash column chromatography with CHCl3—MeOH (3.5:1) to obtain 0.29 g (1.3 mmol) of Compound 11 (97 percent yield). Further purification was carried out... The reactants are ice water, C(#N)CP(OCC)(OCC)=O (Diethyl cyanomethylphosphonate), CN(C=O)C (dimethylformamide), ClC=1C=C(C=O)C=C(C1OCC#C)OCC#C (3-chloro-4,5-dipropargyloxybenzaldehyde), [H-].[Na+] (sodium hydride). Conditions: temperature 0 celsius, time 8 hour. Yields the product ClC=1C=C(C=C(C1OCC#C)OCC#C)C(C#N)=C (2-(3-chloro-4,5-dipropargyloxyphenyl)acrylonitrile). Reaction SMILES: [C:1](CP(=O)(OCC)OCC)#[N:2].[H-].[Na+].[Cl:14][C:15]1[CH:16]=[C:17]([CH:20]=[C:21]([O:27][CH2:28][C:29]#[CH:30])[C:22]=1[O:23][CH2:24][C:25]#[CH:26])[CH:18]=O.[CH3:31]N(C)C=O>>[Cl:14][C:15]1[CH:16]=[C:17]([C:18](=[CH2:31])[C:1]#[N:2])[CH:20]=[C:21]([O:27][CH2:28][C:29]#[CH:30])[C:22]=1[O:23][CH2:24][C:25]#[CH:26] |f:1.2|. Procedure details: Diethyl cyanomethylphosphonate (1.42 g) was dissolved in dimethylformamide (50 ml), and sodium hydride (0.32 g; 60% dispersion in mineral oil) was added thereto at 0° C. under cooling. After the foaming ceased, 3-chloro-4,5-dipropargyloxybenzaldehyde (2.00 g) was added to the reaction mixture, which was stirred at room temperature overnight, poured into ice-water and extracted with ethyl acetate. The extract was washed with water, dried over magnesium sulfate and concentrated under reduced press...